From a dataset of the Open Reaction Database (ORD), a public repository of structured organic reaction records. describe an organic reaction: reactants, conditions, products, and yield Solvent: CO (methanol), C1CCOC1 (THF). Procedure: To a solution of 3.46 g (10 mmol) of 3-(S)-(3,4-dichlorophenyl)-4-(t-butoxycarbonyl-methylamino)butanal (Example 1) in 20 mL of methanol were added 3.11 g (14 mmol) of spiro(1H-indene-1,4'-piperidine) hydrochloride and 3 g of powdered 4 Å molecular sieves. After 15 min a solution of 2.52 g (40 mmol) of NaCNBH3 in 30 mL of THF was dropwise added. Some gas evolution was observed. After stirring the reaction overnight, the mixture was filtered through a pad of celite, the reaction flask and the pad... Product: ClC=1C=C(C=CC1Cl)[C@H](CCN1CCC2(CC1)C=CC1=CC=CC=C12)CN(C)C(=O)OC(C)(C)C (1'-[3-(S)-(3,4-dichlorophenyl)-4-(t-butoxycarbonyl(methylamino))butyl]-spiro(1H-indene-1,4'-piperidine)). The reactants are ClC=1C=C(C=CC1Cl)[C@H](CC=O)CN(C)C(=O)OC(C)(C)C (3-(S)-(3,4-dichlorophenyl)-4-(t-butoxycarbonyl-methylamino)butanal), Cl.N1CCC2(CC1)C=CC1=CC=CC=C12 (spiro(1H-indene-1,4'-piperidine) hydrochloride), [BH3-]C#N.[Na+] (NaCNBH3). RXN SMILES: [Cl:1][C:2]1[CH:3]=[C:4]([C@@H:9]([CH2:13][N:14]([C:16]([O:18][C:19]([CH3:22])([CH3:21])[CH3:20])=[O:17])[CH3:15])[CH2:10][CH:11]=O)[CH:5]=[CH:6][C:7]=1[Cl:8].Cl.[NH:24]1[CH2:29][CH2:28][C:27]2([C:37]3[C:32](=[CH:33][CH:34]=[CH:35][CH:36]=3)[CH:31]=[CH:30]2)[CH2:26][CH2:25]1.[BH3-]C#N.[Na+]>CO.C1COCC1>[Cl:1][C:2]1[CH:3]=[C:4]([C@@H:9]([CH2:13][N:14]([C:16]([O:18][C:19]([CH3:22])([CH3:21])[CH3:20])=[O:17])[CH3:15])[CH2:10][CH2:11][N:24]2[CH2:29][CH2:28][C:27]3([C:37]4[C:32](=[CH:33][CH:34]=[CH:35][CH:36]=4)[CH:31]=[CH:30]3)[CH2:26][CH2:25]2)[CH:5]=[CH:6][C:7]=1[Cl:8] |f:1.2,3.4|. Yield: 78.6%. The reactants are NC=1C(=CC2=C(N(C(CN(C2)CC)=O)CC)C1)OC (8-Amino-1,4-diethyl-7-methoxy-1,3,4,5-tetrahydro-benzo[e][1,4]diazepin-2-one), ( M ), ClC1=NC=C(C(=N1)NC1=C(C=C(C=C1)OC)N1N=CC=C1)Cl ((2,5-Dichloro-pyrimidin-4-yl)-(4-methoxy-2-pyrazol-1-yl-phenyl)-amine), example 730. Product: ClC=1C(=NC(=NC1)NC=1C(=CC2=C(N(C(CN(C2)CC)=O)CC)C1)OC)NC1=C(C=C(C=C1)OC)N1N=CC=C1 (8-[5-Chloro-4-(4-methoxy-2-pyrazol-1-yl-phenylamino)-pyrimidin-2-ylamino]-1,4-diethyl-7-methoxy-1,3,4,5-tetrahydro-benzo[e][1,4]diazepin-2-one). As a reaction SMILES: [NH2:1][C:2]1[C:3]([O:18][CH3:19])=[CH:4][C:5]2[CH2:11][N:10]([CH2:12][CH3:13])[CH2:9][C:8](=[O:14])[N:7]([CH2:15][CH3:16])[C:6]=2[CH:17]=1.Cl[C:21]1[N:26]=[C:25]([NH:27][C:28]2[CH:33]=[CH:32][C:31]([O:34][CH3:35])=[CH:30][C:29]=2[N:36]2[CH:40]=[CH:39][CH:38]=[N:37]2)[C:24]([Cl:41])=[CH:23][N:22]=1>>[Cl:41][C:24]1[C:25]([NH:27][C:28]2[CH:33]=[CH:32][C:31]([O:34][CH3:35])=[CH:30][C:29]=2[N:36]2[CH:40]=[CH:39][CH:38]=[N:37]2)=[N:26][C:21]([NH:1][C:2]2[C:3]([O:18][CH3:19])=[CH:4][C:5]3[CH2:11][N:10]([CH2:12][CH3:13])[CH2:9][C:8](=[O:14])[N:7]([CH2:15][CH3:16])[C:6]=3[CH:17]=2)=[N:22][CH:23]=1. Reported procedure: The title compound was prepared from 8-Amino-1,4-diethyl-7-methoxy-1,3,4,5-tetrahydro-benzo[e][1,4]diazepin-2-one and (2,5-Dichloro-pyrimidin-4-yl)-(4-methoxy-2-pyrazol-1-yl-phenyl)-amine in an analogous mannerto example 730 (0.044 g, 36%). Mp 97-100° C. LCMS (m/e) 563 (M); 1H-NMR (DMSO, 400 MHz) δ 9.85 (s, 1H), 8.24 (S, 1H), 8.12 (s, 1H), 7.97-7.95 (d, 1H, J=8.84 Hz), 7.90 (s, 2H), 7.82 (s, 1H), 7.16 (s, 1H), 7.04 (s, 1H), 6.83-6.81 (d, 1H, J=8.59 Hz), 6.53 (s, 1H), 3.85 (s, 3H), 3.81 (s, 3H), ... The reactants are Cl (HCl), NCC(=O)O (glycine), FC(C=1C=C(C(=O)Cl)C=CC1)(F)F (3-(trifluoromethyl)-benzoyl chloride). The solvent is CC#N (MeCN), [OH-].[Na+] (NaOH), CC#N (MeCN). Conditions: temperature 0 celsius, time 30 minute. The product is FC(C=1C=C(C(=O)NCC(=O)O)C=CC1)(F)F ((3-Trifluoromethyl-benzoylamino)acetic acid). The yield is 98.2%. RXN SMILES: [NH2:1][CH2:2][C:3]([OH:5])=[O:4].[F:6][C:7]([F:18])([F:17])[C:8]1[CH:9]=[C:10]([CH:14]=[CH:15][CH:16]=1)[C:11](Cl)=[O:12].Cl>CC#N.[OH-].[Na+]>[F:6][C:7]([F:17])([F:18])[C:8]1[CH:9]=[C:10]([CH:14]=[CH:15][CH:16]=1)[C:11]([NH:1][CH2:2][C:3]([OH:5])=[O:4])=[O:12] |f:4.5|. Procedure details: To a rapid stirring solution of glycine (15.014 g, 0.20 mol) in MeCN (400 mL) and 2 M NaOH (250 mL) at 0° C. was slowly added a solution of 3-(trifluoromethyl)-benzoyl chloride (41.714 g, 0.20 mol) in 75 mL of MeCN over 30 min. The cloudy yellow solution was stirred at 0° C. for 30 min. The reaction mixture was acidified with 3 M HCl to pH=3, followed by removal of MeCN on rotary evaporator. The resulting mixture was then extracted with EtOAc (400 mL×3). The combined organic layers were dried, f... Reactants: CNC(CCNC)N=C=NCC (1,3-dimethylamino propyl-3-ethylcarbodiimide), ice, C(C1=CC=CC=C1)OC(=O)[C@@H]1CC[C@@H](CC1)NCCOCC1=CC=CC=C1 (cis-4-(2-benzyloxy-ethylamino)-cyclohexanecarboxylic acid benzyl ester), C(C)(C)(C)OC(=O)N[C@@H](CCC(=O)O)C1CCOCC1 (4-tert-butoxycarbonylamino-4-(S)-tetrahydro-pyran-4-yl-butyric acid), C=1C=CC2=C(C1)N=NN2O (HOBT), TEA. Run in CCOC(=O)C (EtOAc), C(Cl)Cl (CH2Cl2). Conditions: time 8 hour. Product: C(C1=CC=CC=C1)OC(=O)[C@@H]1CC[C@@H](CC1)N(C(CC[C@@H](C1CCOCC1)NC(=O)OC(C)(C)C)=O)CCOCC1=CC=CC=C1 (4-{(2-benzyloxy-ethyl)-[4-tert-butoxycarbonylamino-4-(S)-(tetrahydro-pyran-4-yl)-butyryl]-amino}-cis-cyclohexanecarboxylic acid benzyl ester). RXN SMILES: [CH2:1]([O:8][C:9]([C@H:11]1[CH2:16][CH2:15][C@@H:14]([NH:17][CH2:18][CH2:19][O:20][CH2:21][C:22]2[CH:27]=[CH:26][CH:25]=[CH:24][CH:23]=2)[CH2:13][CH2:12]1)=[O:10])[C:2]1[CH:7]=[CH:6][CH:5]=[CH:4][CH:3]=1.[C:28]([O:32][C:33]([NH:35][C@H:36]([CH:42]1[CH2:47][CH2:46][O:45][CH2:44][CH2:43]1)[CH2:37][CH2:38][C:39](O)=[O:40])=[O:34])([CH3:31])([CH3:30])[CH3:29].C1C=CC2N(O)N=NC=2C=1.CNC(N=C=NCC)CCNC>C(Cl)Cl.CCOC(C)=O>[CH2:1]([O:8][C:9]([C@H:11]1[CH2:12][CH2:13][C@@H:14]([N:17]([CH2:18][CH2:19][O:20][CH2:21][C:22]2[CH:27]=[CH:26][CH:25]=[CH:24][CH:23]=2)[C:39](=[O:40])[CH2:38][CH2:37][C@H:36]([NH:35][C:33]([O:32][C:28]([CH3:30])([CH3:29])[CH3:31])=[O:34])[CH:42]2[CH2:43][CH2:44][O:45][CH2:46][CH2:47]2)[CH2:15][CH2:16]1)=[O:10])[C:2]1[CH:3]=[CH:4][CH:5]=[CH:6][CH:7]=1. Procedure: To an ice cooled solution of cis-4-(2-benzyloxy-ethylamino)-cyclohexanecarboxylic acid benzyl ester (3 g, 8.2 mmol), 4-tert-butoxycarbonylamino-4-(S)-tetrahydro-pyran-4-yl-butyric acid (2.4 g, 8.4 mmol) (prepared as in Example 35) and HOBT (2.4 g, 10.5 mmol) in CH2Cl2 (100 mL) was added TEA (2.3 mL), followed by addition of 1,3-dimethylamino propyl-3-ethylcarbodiimide (EDC, 2.0 g, 10 mmol). The reaction mixture was allowed to warm to room temperature and then was stirred overnight. EtOAc (200 mL... The reactants are ClC1=C(OC=2C=CC(=C(C2)NC(=O)NC2=CC=C(C=C2)OC(F)(F)F)OC)C(=CC(=C1)N1N=CC(N(C1=O)COCC[Si](C)(C)C)=O)Cl (1-{5-[2,6-dichloro-4-(3,5-dioxo-4-(2-trimethylsilanyl-ethoxy-methyl)4,5-dihydro-3H-[1,2,4]triazin-2-yl)-phenoxy]-2-methoxy-phenyl}-3-(4-trifluoromethoxy-phenyl)-urea), B(Br)(Br)Br (BBr3). The solvent is C(Cl)Cl (CH2Cl2). Reaction conditions: time 18 hour. Product: ClC1=C(OC=2C=CC(=C(C2)NC(=O)NC2=CC=C(C=C2)OC(F)(F)F)O)C(=CC(=C1)N1N=CC(NC1=O)=O)Cl (1-{5-[2,6-Dichloro-4-(3,5-dioxo-4,5-dihydro-3H-[1,2,4]triazin-2-yl)-phenoxy]-2-hydroxy-phenyl}-3-(4-trifluoromethoxy-phenyl)-urea). Yield: 43.5%. As a reaction SMILES: [Cl:1][C:2]1[CH:31]=[C:30]([N:32]2[C:37](=[O:38])[N:36](COCC[Si](C)(C)C)[C:35](=[O:47])[CH:34]=[N:33]2)[CH:29]=[C:28]([Cl:48])[C:3]=1[O:4][C:5]1[CH:6]=[CH:7][C:8]([O:26]C)=[C:9]([NH:11][C:12]([NH:14][C:15]2[CH:20]=[CH:19][C:18]([O:21][C:22]([F:25])([F:24])[F:23])=[CH:17][CH:16]=2)=[O:13])[CH:10]=1.B(Br)(Br)Br>C(Cl)Cl>[Cl:1][C:2]1[CH:31]=[C:30]([N:32]2[C:37](=[O:38])[NH:36][C:35](=[O:47])[CH:34]=[N:33]2)[CH:29]=[C:28]([Cl:48])[C:3]=1[O:4][C:5]1[CH:6]=[CH:7][C:8]([OH:26])=[C:9]([NH:11][C:12]([NH:14][C:15]2[CH:20]=[CH:19][C:18]([O:21][C:22]([F:23])([F:24])[F:25])=[CH:17][CH:16]=2)=[O:13])[CH:10]=1. Procedure details: To a solution of 1-{5-[2,6-dichloro-4-(3,5-dioxo-4-(2-trimethylsilanyl-ethoxy-methyl)4,5-dihydro-3H-[1,2,4]triazin-2-yl)-phenoxy]-2-methoxy-phenyl}-3-(4-trifluoromethoxy-phenyl)-urea (72 mg, 0.1 mmol) in CH2Cl2 was added dropwise BBr3 (1M in CH2Cl2, 4.0 mL, 0.4 mmol). The mixture was stirred at room temperature for 18 h and quenched with water (10 mL). After stirring at room temperature for 1 h, the quenched mixture was extracted with CH2Cl2 (3×10 mL). The combined CH2Cl2 extracts were dried and... Starting materials: CC(=O)O, CCCC[SnH](CCCC)CCCC, C=CCOC(=O)Nc1cccc(-c2nc(N3CCOCC3)sc2-c2ccnc(Cl)n2)c1F, ClCCl, Cl[Pd]Cl, c1ccc(P(c2ccccc2)c2ccccc2)cc1, c1ccc(P(c2ccccc2)c2ccccc2)cc1. The product is Nc1cccc(-c2nc(N3CCOCC3)sc2-c2ccnc(Cl)n2)c1F. Reaction SMILES: [C:33]([OH:34])(=[O:35])[CH3:36].[CH2:37]([SnH:38]([CH2:39][CH2:40][CH2:41][CH3:42])[CH2:43][CH2:44][CH2:45][CH3:46])[CH2:47][CH2:48][CH3:49].[Cl:1][c:2]1[n:3][cH:4][cH:5][c:6](-[c:8]2[c:9](-[c:19]3[c:20]([F:32])[c:21]([NH:25][C:26](=[O:27])[O:28][CH2:29][CH:30]=[CH2:31])[cH:22][cH:23][cH:24]3)[n:10][c:11]([N:13]3[CH2:14][CH2:15][O:16][CH2:17][CH2:18]3)[s:12]2)[n:7]1.[Cl:50][CH2:51][Cl:52].[Pd:53]([Cl:54])[Cl:55].[c:56]1([P:57]([c:58]2[cH:59][cH:60][cH:61][cH:62][cH:63]2)[c:64]2[cH:65][cH:66][cH:67][cH:68][cH:69]2)[cH:70][cH:71][cH:72][cH:73][cH:74]1.[c:75]1([P:76]([c:77]2[cH:78][cH:79][cH:80][cH:81][cH:82]2)[c:83]2[cH:84][cH:85][cH:86][cH:87][cH:88]2)[cH:89][cH:90][cH:91][cH:92][cH:93]1>>[Cl:1][c:2]1[n:3][cH:4][cH:5][c:6](-[c:8]2[c:9](-[c:19]3[c:20]([F:32])[c:21]([NH2:25])[cH:22][cH:23][cH:24]3)[n:10][c:11]([N:13]3[CH2:14][CH2:15][O:16][CH2:17][CH2:18]3)[s:12]2)[n:7]1. The reactants are Cl.NC(=N)N (guanidine hydrochloride), N(=[N+]=[N-])[C@H]1C[C@@H](O[C@@H]1CO)N1C(=O)NC(=O)C(C)=C1 (3'-azido-3'-deoxythymidine), [OH-].[Na+] (sodium hydroxide). The solvent is O (water). Run at temperature 70 celsius, time 16 hour. The product is NC(=N)N.N(=[N+]=[N-])[C@H]1C[C@@H](O[C@@H]1CO)N1C(=O)NC(=O)C(C)=C1 (3'-azido-3'-deoxythymidine guanidine salt), 58.76. Yield: 90.0%. RXN SMILES: [N:1]([C@@H:4]1[C@@H:8]([CH2:9][OH:10])[O:7][C@@H:6]([N:11]2[CH:19]=[C:17]([CH3:18])[C:15](=[O:16])[NH:14][C:12]2=[O:13])[CH2:5]1)=[N+:2]=[N-:3].[OH-].[Na+].Cl.[NH2:23][C:24]([NH2:26])=[NH:25]>O>[NH2:25][C:24]([NH2:26])=[NH:23].[N:1]([C@@H:4]1[C@@H:8]([CH2:9][OH:10])[O:7][C@@H:6]([N:11]2[CH:19]=[C:17]([CH3:18])[C:15](=[O:16])[NH:14][C:12]2=[O:13])[CH2:5]1)=[N+:2]=[N-:3] |f:1.2,3.4,6.7|. Procedure: An analytical grade sample of the 3'-azido-3'-deoxythymidine guanidine salt was prepared by suspending pharmaceutical grade 3'-azido-3'-deoxythymidine (53.4 g) in water (250 mL) and adding 50% sodium hydroxide (17.6 g) to provide a mixture having a pH of 13.0. The mixture was then heated to 70° C. Thereafter, guanidine hydrochloride (23 g) was added as a solid and the mixture was heated to 97° C. to dissolve the emerging precipitate. The mixture was then set aside to cool and crystallize, and it...